From a dataset of the Open Reaction Database (ORD), a public repository of structured organic reaction records. describe an organic reaction: reactants, conditions, products, and yield Reactants: [Al+3], CCOC(=O)C1CCC(OCC)(OCC)CC1, [H-], [H-], [H-], [H-], [Li+], C1CCOC1, O. The product is CCOC1(OCC)CCC(CO)CC1. Reaction SMILES: [Al+3:19].[CH2:1]([CH3:2])[O:3][C:4]1([O:15][CH2:16][CH3:17])[CH2:5][CH2:6][CH:7]([C:10](=[O:11])[O:12][CH2:13][CH3:14])[CH2:8][CH2:9]1.[H-:18].[H-:21].[H-:22].[H-:23].[Li+:20].[O:25]1[CH2:26][CH2:27][CH2:28][CH2:29]1.[OH2:24]>>[CH2:1]([CH3:2])[O:3][C:4]1([O:15][CH2:16][CH3:17])[CH2:5][CH2:6][CH:7]([CH2:10][OH:11])[CH2:8][CH2:9]1.